This data is from the Open Reaction Database (ORD), a public repository of structured organic reaction records. The task is: describe an organic reaction: reactants, conditions, products, and yield Reactants: Cc1nnc(C=Cc2ccccc2OCC2CO2)s1, CCO, Cl. Yields the product Cc1nnc(C=Cc2ccccc2OCC(O)CCl)s1. Reaction SMILES: [CH3:1][c:2]1[s:3][c:4]([CH:7]=[CH:8][c:9]2[c:10]([O:15][CH2:16][CH:17]3[CH2:18][O:19]3)[cH:11][cH:12][cH:13][cH:14]2)[n:5][n:6]1.[CH3:21][CH2:22][OH:23].[ClH:20]>>[CH3:1][c:2]1[s:3][c:4]([CH:7]=[CH:8][c:9]2[c:10]([O:15][CH2:16][CH:17]([CH2:18][Cl:20])[OH:19])[cH:11][cH:12][cH:13][cH:14]2)[n:5][n:6]1. Starting materials: [Cl-].[Cl-].[Cl-].[Gd+3] (gadolinium trichloride), CC([O-])C.[Na+] (sodium isopropoxide), [Na] (sodium). Solvent: C(C)(C)O (isopropanol), O1CCCC1 (tetrahydrofuran), alcohol-THF. Conditions: time 24 hour. Yields the product CC([O-])C.CC([O-])C.CC([O-])C.[Gd+3] (gadolinium triisopropoxide). Reaction SMILES: [Na].[Cl-].[Cl-].[Cl-].[Gd+3:5].[CH3:6][CH:7]([CH3:9])[O-:8].[Na+]>C(O)(C)C.O1CCCC1>[CH3:6][CH:7]([CH3:9])[O-:8].[CH3:6][CH:7]([CH3:9])[O-:8].[CH3:6][CH:7]([CH3:9])[O-:8].[Gd+3:5] |f:1.2.3.4,5.6,9.10.11.12,^1:0|. Reported procedure: 6.9 grams (0.300 mole) of sodium were completely dissolved in a mixture of 200 ml of anhydrous isopropanol and 100 ml of tetrahydrofuran. 25.0 grams (0.0948 mole) of anhydrous (H2O content<100 ppm) of gadolinium trichloride was added in portions to the sodium isopropoxide solution. The resulting mixture was stirred at reflux for 5 hours. After 24 hours of sedimentation at room temperature, a transparent, colorless solution of gadolinium triisopropoxide in the alcohol-THF solution resulted. About... The reactants are Cl (hydrochloric acid), C(C)S (ethanethiol), [Cl-].[Al+3].[Cl-].[Cl-] (aluminum chloride), COC1=C(C=CC=C1)NC(C(C(CN1N=CN=C1)(O)C1=C(C=C(C=C1)F)F)(F)F)=O (N-(2-methoxyphenyl)-3-(2,4-difluorophenyl)-2,2-difluoro-3-hydroxy-4-(1H-1,2,4-triazol-1-yl)butanamide). The solvent is C(Cl)(Cl)Cl (chloroform), C(Cl)Cl (methylene chloride), O (water). Yields the product OC1=C(C=CC=C1)NC(C(C(CN1N=CN=C1)(O)C1=C(C=C(C=C1)F)F)(F)F)=O (N-(2-hydroxyphenyl)-3-(2,4-difluorophenyl)-2,2-difluoro-3-hydroxy-4-(1H-1,2,4-triazol-1yl)butanamide). The yield is 38.8%. Reaction SMILES: C[O:2][C:3]1[CH:8]=[CH:7][CH:6]=[CH:5][C:4]=1[NH:9][C:10](=[O:30])[C:11]([F:29])([F:28])[C:12]([C:20]1[CH:25]=[CH:24][C:23]([F:26])=[CH:22][C:21]=1[F:27])([OH:19])[CH2:13][N:14]1[CH:18]=[N:17][CH:16]=[N:15]1.C(S)C.[Cl-].[Al+3].[Cl-].[Cl-].Cl>C(Cl)Cl.O.C(Cl)(Cl)Cl>[OH:2][C:3]1[CH:8]=[CH:7][CH:6]=[CH:5][C:4]=1[NH:9][C:10](=[O:30])[C:11]([F:29])([F:28])[C:12]([C:20]1[CH:25]=[CH:24][C:23]([F:26])=[CH:22][C:21]=1[F:27])([OH:19])[CH2:13][N:14]1[CH:18]=[N:17][CH:16]=[N:15]1 |f:2.3.4.5|. Procedure details: In 4 ml of methylene chloride was dissolved 80 mg of N-(2-methoxyphenyl)-3-(2,4-difluorophenyl)-2,2-difluoro-3-hydroxy-4-(1H-1,2,4-triazol-1-yl)butanamide. To the resulting solution were added 120 mg of ethanethiol and 130 mg of aluminum chloride at -5° to 0° C. The resulting mixture was subjected to reaction at 20°-25° C. for 20 hours. Then, the reaction mixture was introduced into a mixed solvent consisting of 10 ml of chloroform and 5 ml of water. The resulting solution was adjusted to pH 2.0... The reactants are OO (hydrogen peroxide), CSC1=CC=C(C=C1)N1N=C(C(C=C1C)=O)C(=O)OC (Methyl 1-(4-methylthiophenyl)-1,4-dihydro-4-oxo-6-methylpyridazine-3-carboxylate), C(C)(=O)O (acetic acid), O (water). Reaction conditions: temperature 5 celsius, time 1 hour. The product is CS(=O)(=O)C1=CC=C(C=C1)N1N=C(C(C=C1C)=O)C(=O)OC (Methyl 1-(4-Methylsulfonylphenyl)-1,4-dihydro-4-oxo-6-methylpyridazine-3-carboxylate). The yield is 36.0%. Reaction SMILES: [CH3:1][S:2][C:3]1[CH:8]=[CH:7][C:6]([N:9]2[C:14]([CH3:15])=[CH:13][C:12](=[O:16])[C:11]([C:17]([O:19][CH3:20])=[O:18])=[N:10]2)=[CH:5][CH:4]=1.OO.[OH2:23].C(O)(=[O:26])C>>[CH3:1][S:2]([C:3]1[CH:4]=[CH:5][C:6]([N:9]2[C:14]([CH3:15])=[CH:13][C:12](=[O:16])[C:11]([C:17]([O:19][CH3:20])=[O:18])=[N:10]2)=[CH:7][CH:8]=1)(=[O:26])=[O:23]. Procedure: To a suspension of 2.9 g (0.01 mol) Methyl 1-(4-methylthiophenyl)-1,4-dihydro-4-oxo-6-methylpyridazine-3-carboxylate (see Example 24) in 50 ml of glacial acetic acid, cooled to 5° C., there is added dropwise 3.4 g (0.02 mol) of 30% hydrogen peroxide (aqueous). The mixture is stirred at 5° C. for 1 hr. and at room temperature for 2 days. To the mixture there is added 200 ml of water and it is allowed to stir at room temperature for 1 hr. The suspension formed is vacuum filtered and the filter cak... Reactants: O1C(COC2=C(C=CC=C2)OC)C1 (2-(2,3-Epoxypropoxy)anisole), FC1=CC=C(C(=O)NC(=O)NC2CCNCC2)C=C1 (1-(4-fluorobenzoyl)-3-(piperid-4-yl)urea). The solvent is C(C)(C)O (isopropyl alcohol). Product: FC1=CC=C(C(=O)NC(NC2CCN(CC2)CC(COC2=C(C=CC=C2)OC)O)=O)C=C1 (1-(4-[3-(4-Fluorobenzoyl)ureido]piperid-1-yl)-3-(2-methoxyphenoxy)propan-2-ol). As a reaction SMILES: [O:1]1[CH2:13][CH:2]1[CH2:3][O:4][C:5]1[CH:10]=[CH:9][CH:8]=[CH:7][C:6]=1[O:11][CH3:12].[F:14][C:15]1[CH:32]=[CH:31][C:18]([C:19]([NH:21][C:22]([NH:24][CH:25]2[CH2:30][CH2:29][NH:28][CH2:27][CH2:26]2)=[O:23])=[O:20])=[CH:17][CH:16]=1>C(O)(C)C>[F:14][C:15]1[CH:16]=[CH:17][C:18]([C:19]([NH:21][C:22](=[O:23])[NH:24][CH:25]2[CH2:26][CH2:27][N:28]([CH2:13][CH:2]([OH:1])[CH2:3][O:4][C:5]3[CH:10]=[CH:9][CH:8]=[CH:7][C:6]=3[O:11][CH3:12])[CH2:29][CH2:30]2)=[O:20])=[CH:31][CH:32]=1. Procedure: 2-(2,3-Epoxypropoxy)anisole (0.99 g, 0.0055 m) and 1-(4-fluorobenzoyl)-3-(piperid-4-yl)urea (1.32 g, 0.005 m) in isopropyl alcohol (50 cm3) were refluxed for 24 hours. The solution was cooled and the product which crystallised was filtered off. This was dissolved in ethanol and acidified with ethanolic hydrogen chloride. The solution was heated on a water bath and ethyl acetate was added to replace the lost solvent. The product crystallised out and was recrystallised twice from ethanol giving th... Starting materials: Cl.C1(=CC=CC=C1)C1(CCN(CC1)CC1C(C2=CC(=CC=C2CC1)[N+](=O)[O-])=O)O (2-(4-phenyl-4-hydroxypiperidinomethyl)-7-nitro-1-tetralone hydrochloride), reduced platinum oxide. Run in CO (methanol). Yields the product C1(=CC=CC=C1)C1(CCN(CC1)CC1C(C2=CC(=CC=C2CC1)N)=O)O (2-(4-phenyl-4-hydroxypiperidinomethyl)-7-amino-1-tetralone). Reaction SMILES: Cl.[C:2]1([C:8]2([OH:29])[CH2:13][CH2:12][N:11]([CH2:14][CH:15]3[CH2:24][CH2:23][C:22]4[C:17](=[CH:18][C:19]([N+:25]([O-])=O)=[CH:20][CH:21]=4)[C:16]3=[O:28])[CH2:10][CH2:9]2)[CH:7]=[CH:6][CH:5]=[CH:4][CH:3]=1>CO>[C:2]1([C:8]2([OH:29])[CH2:13][CH2:12][N:11]([CH2:14][CH:15]3[CH2:24][CH2:23][C:22]4[C:17](=[CH:18][C:19]([NH2:25])=[CH:20][CH:21]=4)[C:16]3=[O:28])[CH2:10][CH2:9]2)[CH:3]=[CH:4][CH:5]=[CH:6][CH:7]=1 |f:0.1|. Procedure: 4.15 g. of 2-(4-phenyl-4-hydroxypiperidinomethyl)-7-nitro-1-tetralone hydrochloride are dissolved in 30 ml. of methanol and are reduced at 20° and 1 atmosphere over 0.3 g. of pre-reduced platinum oxide. After the calculated quantity of hydrogen has been absorbed, the mixture is filtered, evaporated and worked up in the customary manner to give 2-(4-phenyl-4-hydroxypiperidinomethyl)-7-amino-1-tetralone. Reactants: CCOC(=O)CC(=O)[O-], CCN=C=NCCCN(C)C, CN(C)C=O, CCOC(C)=O, Cl, [K+], Nc1ccc(Cl)cc1, On1nnc2ccccc21. Yields the product CCOC(=O)CC(=O)Nc1ccc(Cl)cc1. As a reaction SMILES: [C:9]([CH2:10][C:11](=[O:12])[O-:13])(=[O:14])[O:15][CH2:16][CH3:17].[CH3:30][N:31]([CH3:32])[CH2:33][CH2:34][CH2:35][N:36]=[C:37]=[N:38][CH2:39][CH3:40].[CH3:41][N:42]([CH3:43])[CH:44]=[O:45].[CH3:46][CH2:47][O:48][C:49](=[O:50])[CH3:51].[ClH:29].[K+:18].[NH2:1][c:2]1[cH:3][cH:4][c:5]([Cl:6])[cH:7][cH:8]1.[OH:19][n:20]1[c:21]2[cH:22][cH:23][cH:24][cH:25][c:26]2[n:27][n:28]1>>[NH:1]([c:2]1[cH:3][cH:4][c:5]([Cl:6])[cH:7][cH:8]1)[C:11]([CH2:10][C:9](=[O:14])[O:15][CH2:16][CH3:17])=[O:12].